Dataset: the Open Reaction Database (ORD), a public repository of structured organic reaction records. Task: describe an organic reaction: reactants, conditions, products, and yield Starting materials: O=c1c2cc(Br)ccc2ccn2cccc12, [C-]#N, CN(C)C=O, [Cl-], Cl, O. The product is N#Cc1ccc2ccn3cccc3c(=O)c2c1. RXN SMILES: [Br:1][c:2]1[cH:3][c:4]2[c:5]([cH:6][cH:7][n:8]3[c:9]([c:10]2=[O:11])[cH:12][cH:13][cH:14]3)[cH:15][cH:16]1.[C-:17]#[N:18].[CH3:22][N:23]([CH3:24])[CH:25]=[O:26].[Cl-:20].[ClH:21].[OH2:19]>>[c:2]1([C:17]#[N:18])[cH:3][c:4]2[c:5]([cH:6][cH:7][n:8]3[c:9]([c:10]2=[O:11])[cH:12][cH:13][cH:14]3)[cH:15][cH:16]1. RXN SMILES: [C:17]([c:18]1[cH:19][c:20]([CH3:21])[cH:22][c:23]([C:24]([CH3:25])([CH3:26])[CH3:27])[n:28]1)([CH3:29])([CH3:30])[CH3:31].[C:46]([Cl:47])([Cl:48])([Cl:49])[Cl:50].[CH2:1]([CH2:2][CH3:3])[CH:4]1[CH2:5][CH2:6][CH:7]([CH:10]2[CH2:11][CH2:12][C:13](=[O:16])[CH2:14][CH2:15]2)[CH2:8][CH2:9]1.[F:32][C:33]([C:34](=[O:35])[O:36][S:37]([C:38]([F:39])([F:40])[F:41])(=[O:42])=[O:43])([F:44])[F:45]>>[CH2:1]([CH2:2][CH3:3])[CH:4]1[CH2:5][CH2:6][CH:7]([CH:10]2[CH2:11][CH:12]=[C:13]([O:16][C:34]([C:33]([F:32])([F:44])[F:45])=[O:35])[CH2:14][CH2:15]2)[CH2:8][CH2:9]1. Yields the product CCCC1CCC(C2CC=C(OC(=O)C(F)(F)F)CC2)CC1. Reactants: Cc1cc(C(C)(C)C)nc(C(C)(C)C)c1, ClC(Cl)(Cl)Cl, CCCC1CCC(C2CCC(=O)CC2)CC1, O=C(OS(=O)(=O)C(F)(F)F)C(F)(F)F. The reactants are COC(=O)C1=C(C(=C(C1C(=O)OC)C(=O)OC)C(=O)OC)C(=O)OC (1,2,3,4,5-pentamethoxycarbonylcyclopentadiene), C(CCCCCCCCCC(C)C)O (isotridecyl alcohol). Run in CO (methanol). Product: C(CCCCCCCCCC(C)C)OC(=O)C1=C(C(=C(C1C(=O)OCCCCCCCCCCC(C)C)C(=O)OCCCCCCCCCCC(C)C)C(=O)OCCCCCCCCCCC(C)C)C(=O)OCCCCCCCCCCC(C)C (1,2,3,4,5-pentaisotridecyloxycarbonylcyclopentadiene). Yield: 100.2%. RXN SMILES: [CH3:1][O:2][C:3]([C:5]1[CH:9]([C:10]([O:12][CH3:13])=[O:11])[C:8]([C:14]([O:16][CH3:17])=[O:15])=[C:7]([C:18]([O:20][CH3:21])=[O:19])[C:6]=1[C:22]([O:24][CH3:25])=[O:23])=[O:4].C(O)[CH2:27][CH2:28][CH2:29][CH2:30][CH2:31][CH2:32][CH2:33][CH2:34][CH2:35][CH:36]([CH3:38])[CH3:37]>CO>[CH2:25]([O:24][C:22]([C:6]1[CH:5]([C:3]([O:2][CH2:1][CH2:27][CH2:28][CH2:29][CH2:30][CH2:31][CH2:32][CH2:33][CH2:34][CH2:35][CH:36]([CH3:37])[CH3:38])=[O:4])[C:9]([C:10]([O:12][CH2:13][CH2:27][CH2:28][CH2:29][CH2:30][CH2:31][CH2:32][CH2:33][CH2:34][CH2:35][CH:36]([CH3:37])[CH3:38])=[O:11])=[C:8]([C:14]([O:16][CH2:17][CH2:27][CH2:28][CH2:29][CH2:30][CH2:31][CH2:32][CH2:33][CH2:34][CH2:35][CH:36]([CH3:37])[CH3:38])=[O:15])[C:7]=1[C:18]([O:20][CH2:21][CH2:27][CH2:28][CH2:29][CH2:30][CH2:31][CH2:32][CH2:33][CH2:34][CH2:35][CH:36]([CH3:37])[CH3:38])=[O:19])=[O:23])[CH2:27][CH2:28][CH2:29][CH2:30][CH2:31][CH2:32][CH2:33][CH2:34][CH2:35][CH:36]([CH3:37])[CH3:38]. Procedure: 7.13 g (20 mmol) of 1,2,3,4,5-pentamethoxycarbonylcyclopentadiene are treated with 20.0 g (100 mmol) of isotridecyl alcohol. 3.12 g (97.5% of the theoretical yield) of methanol are distilled off at 100° C. within 8 h, firstly at 1013 mbar, then at from 363 to 18 mbar. 24 g of 1,2,3,4,5-pentaisotridecyloxycarbonylcyclopentadiene are obtained. The reactants are C(C1=CC=CC=C1)N1CC(C(C1)C1=CC=C(C=C1)Cl)(C)COC1=NC=C(C=C1)Cl (2-[(3RS,4RS)-1-benzyl-4-(4-chloro-phenyl)-3-methyl-pyrrolidin-3-ylmethoxy]-5-chloro-pyridine), ClC(=O)OC(C)Cl (1-chloroethyl chloroformate), CCN(C(C)C)C(C)C (iPr2NEt). Solvent: C1(=CC=CC=C1)C (toluene). Conditions: time 2 hour. Product: ClC=1C=CC(=NC1)OCC1(CNCC1C1=CC=C(C=C1)Cl)C (5-Chloro-2-[(3RS,4RS)-4-(4-chloro-phenyl)-3-methyl-pyrrolidin-3-ylmethoxy]-pyridine). The yield is 107.6%. RXN SMILES: C([N:8]1[CH2:12][CH:11]([C:13]2[CH:18]=[CH:17][C:16]([Cl:19])=[CH:15][CH:14]=2)[C:10]([CH2:21][O:22][C:23]2[CH:28]=[CH:27][C:26]([Cl:29])=[CH:25][N:24]=2)([CH3:20])[CH2:9]1)C1C=CC=CC=1.ClC(OC(Cl)C)=O.CCN(C(C)C)C(C)C>C1(C)C=CC=CC=1>[Cl:29][C:26]1[CH:27]=[CH:28][C:23]([O:22][CH2:21][C:10]2([CH3:20])[CH:11]([C:13]3[CH:14]=[CH:15][C:16]([Cl:19])=[CH:17][CH:18]=3)[CH2:12][NH:8][CH2:9]2)=[N:24][CH:25]=1. Reported procedure: To a stirred solution of 2-[(3RS,4RS)-1-benzyl-4-(4-chloro-phenyl)-3-methyl-pyrrolidin-3-ylmethoxy]-5-chloro-pyridine (0.70 g, 1.64 mmol) in toluene (10 mL) at RT was added 1-chloroethyl chloroformate (0.229 mL, 2.12 mmol) and iPr2NEt (0.36 mL, 2.12 mmol). After 3 hours all volatiles were removed under high vacuum and the residue was dissolved in MeOH (10 mL). The reaction mixture was stirred at RT for 2 hours, and then concentrated under high vacuum. Column chromatography (SiO2, CH2Cl2/MeOH, 9:...